This data is from the Open Reaction Database (ORD), a public repository of structured organic reaction records. The task is: describe an organic reaction: reactants, conditions, products, and yield The reactants are ClC1=CC=C(N=N1)N (6-chloropyridazin-3-amine), COC(C)(N(C)C)OC (1,1-dimethoxy-N,N-dimethylethanamine), COC1CCCC1 (cyclopentyl methyl ether). Conditions: time 4 hour. The product is ClC1=CC=C(N=N1)/N=C(\C)/N(C)C ((E)-N′-(6-chloropyridazin-3-yl)-N,N-dimethylacetimidamide). RXN SMILES: [Cl:1][C:2]1[N:7]=[N:6][C:5]([NH2:8])=[CH:4][CH:3]=1.CO[C:11](OC)([N:13]([CH3:15])[CH3:14])[CH3:12].COC1CCCC1>>[Cl:1][C:2]1[N:7]=[N:6][C:5](/[N:8]=[C:11](/[N:13]([CH3:15])[CH3:14])\[CH3:12])=[CH:4][CH:3]=1. Reported procedure: Combine 6-chloropyridazin-3-amine (1.500 kg, 11.58 mol); 1,1-dimethoxy-N,N-dimethylethanamine (2.313 kg, 17.37 mol) and cyclopentyl methyl ether (8.25 L) then heat to 98° C. while distilling off the resulting methanol byproduct. After 4 h, the reaction mixture is cooled to ambient temperature and heptanes (11.2 L) is added to the reaction solution for crystallizing the product. The title compound is collected by filtration and is dried. (1.494 kg, 64.95%; mp=73° C.) Yield: 106.5%. Procedure: To a solution of dimethyl carbonate (17.9 g) in tetrahydrofuran (130 mL) were added 60% sodium hydride (9.9 g) and potassium tert-butoxide (0.14 g). To the mixture was added a solution of spiro[5.5]undecan-3-one (20.6 g) obtained in the same manner as in Step 2 in tetrahydrofuran (120 mL) at 85° C. over 2 hours, followed by stirring the reaction mixture at 85° C. for 1.5 hours. After cooling down to room temperature and adding 15% aqueous acetic acid solution (94.2 mL), the reaction mixture was ... The reagents and catalysts are CC(C)([O-])C.[K+] (potassium tert-butoxide). Run in O1CCCC1 (tetrahydrofuran), O1CCCC1 (tetrahydrofuran). As a reaction SMILES: [C:1](=[O:6])([O:4][CH3:5])OC.[H-].[Na+].[CH2:9]1[C:14]2([CH2:19][CH2:18][CH2:17][CH2:16][CH2:15]2)[CH2:13][CH2:12][C:11](=[O:20])[CH2:10]1.C(O)(=O)C>O1CCCC1.CC(C)([O-])C.[K+]>[CH3:5][O:4][C:1]([CH:12]1[C:11](=[O:20])[CH2:10][CH2:9][C:14]2([CH2:19][CH2:18][CH2:17][CH2:16][CH2:15]2)[CH2:13]1)=[O:6] |f:1.2,6.7|. Yields the product COC(=O)C1CC2(CCC1=O)CCCCC2 (3-oxo-spiro[5.5]undecane-2-carboxylic acid methyl ester). Run at temperature 85 celsius, time 1.5 hour. Starting materials: C(OC)(OC)=O (dimethyl carbonate), [H-].[Na+] (sodium hydride), C(C)(=O)O (acetic acid), C1CC(CCC12CCCCC2)=O (spiro[5.5]undecan-3-one). The reactants are CCOC(=O)c1ccc(C(C)O)s1, Cc1cc(O)cc(C)c1-c1ccc(C(F)(F)F)cc1, Cc1ccccc1, CO, O=C(N=NC(=O)N1CCCCC1)N1CCCCC1, c1ccc(P(c2ccccc2)c2ccccc2)cc1. The product is CCOC(=O)c1ccc(C(C)Oc2cc(C)c(-c3ccc(C(F)(F)F)cc3)c(C)c2)s1. Reaction SMILES: [CH2:1]([CH3:2])[O:3][C:4](=[O:5])[c:6]1[s:7][c:8]([CH:11]([CH3:12])[OH:13])[cH:9][cH:10]1.[CH3:14][c:15]1[c:16](-[c:23]2[cH:24][cH:25][c:26]([C:29]([F:30])([F:31])[F:32])[cH:27][cH:28]2)[c:17]([CH3:22])[cH:18][c:19]([OH:21])[cH:20]1.[CH3:70][c:71]1[cH:72][cH:73][cH:74][cH:75][cH:76]1.[CH3:77][OH:78].[N:52]([C:53]([N:54]1[CH2:55][CH2:56][CH2:57][CH2:58][CH2:59]1)=[O:60])=[N:61][C:62]([N:63]1[CH2:64][CH2:65][CH2:66][CH2:67][CH2:68]1)=[O:69].[c:33]1([P:34]([c:35]2[cH:36][cH:37][cH:38][cH:39][cH:40]2)[c:41]2[cH:42][cH:43][cH:44][cH:45][cH:46]2)[cH:47][cH:48][cH:49][cH:50][cH:51]1>>[CH2:1]([CH3:2])[O:3][C:4](=[O:5])[c:6]1[s:7][c:8]([CH:11]([CH3:12])[O:13][c:19]2[cH:18][c:17]([CH3:22])[c:16](-[c:23]3[cH:24][cH:25][c:26]([C:29]([F:30])([F:31])[F:32])[cH:27][cH:28]3)[c:15]([CH3:14])[cH:20]2)[cH:9][cH:10]1. Reactants: Cl (hydrochloric acid), C1(=C(C=CC=C1)N)N (o-phenylenediamine), C(CO)(=O)O (glycolic acid). Product: OCC=1NC2=C(N1)C=CC=C2 (2-Hydroxymethylbenzimidazole). RXN SMILES: Cl.[C:2]1([NH2:9])[CH:7]=[CH:6][CH:5]=[CH:4][C:3]=1[NH2:8].[C:10](O)(=O)[CH2:11][OH:12]>>[OH:12][CH2:11][C:10]1[NH:8][C:3]2[CH:4]=[CH:5][CH:6]=[CH:7][C:2]=2[N:9]=1. Procedure: To 150 ml. of 4N hydrochloric acid were added 10.8 gms. (100 mmoles.) of o-phenylenediamine and 11.4 gms. (150 mmoles.) of glycolic acid. The mixture was refluxed for 40 minutes. The solution then was cooled, filtered, and neutralized by the addition of concentrated ammonium hydroxide. The title compound precipitated and was filtered and dried to obtain 4 gms. of product. Reactants: [Cl-].[NH4+] (ammonium chloride), Example 81, N1=CC=CC=C1 (pyridine), C(=O)(N1C=NC=C1)N1C=NC=C1 (Carbonyldiimidazole), O1CCCC1 (tetrahydrofuran), N (ammonia), FC(C(=O)OC(C(F)(F)F)=O)(F)F (trifluoroacetic anhydride). Product: C1(CC1)C(=O)C1=CC=C(OC(C#N)C)C=C1 (2-[4-(Cyclopropylcarbonyl)phenoxy]propanenitrile). Isolated yield 92.0%. Reported procedure: Carbonyldiimidazole (1.07 g, 6.60 mmol) was added to a tetrahydrofuran (15 mL) solution of the compound obtained in Reference Example 81 (1.03 g, 4.40 mmol) at room temperature, and the mixture was stirred at the same temperature for 40 minutes. A 28% aqueous ammonia solution (7 mL, excess amount) was added to the mixture at room temperature, and the resulting mixture was stirred at the same temperature for 20 minutes. Water was added to the reaction mixture, and the resulting mixture was extrac... Reaction conditions: time 40 minute. Reaction SMILES: C([N:8]1[CH:12]=CN=C1)(N1C=CN=C1)=O.N.F[C:15](F)(F)[C:16]([O:18][C:19](=O)[C:20](F)(F)F)=O.N1C=[CH:31][CH:30]=[CH:29][CH:28]=1.[Cl-].[NH4+].[O:35]1[CH2:39][CH2:38][CH2:37][CH2:36]1>O.C(Cl)Cl>[CH:38]1([C:39]([C:29]2[CH:30]=[CH:31][C:16]([O:18][CH:19]([CH3:20])[C:12]#[N:8])=[CH:15][CH:28]=2)=[O:35])[CH2:36][CH2:37]1 |f:4.5|. The solvent is O (Water), O (Water), C(Cl)Cl (methylene chloride).